describe an organic reaction: reactants, conditions, products, and yield From a dataset of the Open Reaction Database (ORD), a public repository of structured organic reaction records. The reactants are NC1=CC=C(C=C1)N1C2=C(NC(CC1=O)=O)C1=CC=CC=C1C=C2 (5-(4-aminophenyl)-1H-naphtho[1,2-b][1,4]diazepine-2,4(3H,5H)-dione), C(C1=CC=CC=C1)(=O)NC1=CC=C(C=C1)N1C2=C(NC(CC1=O)=O)C1=CC=CC=C1C=C2 (5-(4-Benzoylaminophenyl)-1H-naphtho[1,2-b][1,4]diazepine-2,4(3H,5H)-dione), FC(C1=CC=C(C(=O)Cl)C=C1)(F)F (4-(trifluoromethyl)benzoyl chloride). Yields the product FC(C1=CC=C(C(=O)NC2=CC=C(C=C2)N2C3=C(NC(CC2=O)=O)C2=CC=CC=C2C=C3)C=C1)(F)F (5-[4-[4-(Trifluoromethyl)benzoyl]aminophenyl]-1H-naphtho[1,2-b][1,4]diazepine-2,4(3H,5H)-dione). Yield: 40.9%. RXN SMILES: [NH2:1][C:2]1[CH:7]=[CH:6][C:5]([N:8]2[C:14](=[O:15])[CH2:13][C:12](=[O:16])[NH:11][C:10]3[C:17]4[C:22]([CH:23]=[CH:24][C:9]2=3)=[CH:21][CH:20]=[CH:19][CH:18]=4)=[CH:4][CH:3]=1.[F:25][C:26]([F:37])([F:36])[C:27]1[CH:35]=[CH:34][C:30]([C:31](Cl)=[O:32])=[CH:29][CH:28]=1.C(NC1C=CC(N2C(=O)CC(=O)NC3C4C(C=CC2=3)=CC=CC=4)=CC=1)(=O)C1C=CC=CC=1>>[F:25][C:26]([F:36])([F:37])[C:27]1[CH:35]=[CH:34][C:30]([C:31]([NH:1][C:2]2[CH:7]=[CH:6][C:5]([N:8]3[C:14](=[O:15])[CH2:13][C:12](=[O:16])[NH:11][C:10]4[C:17]5[C:22]([CH:23]=[CH:24][C:9]3=4)=[CH:21][CH:20]=[CH:19][CH:18]=5)=[CH:4][CH:3]=2)=[O:32])=[CH:29][CH:28]=1. Procedure: By using 5-(4-aminophenyl)-1H-naphtho[1,2-b][1,4]diazepine-2,4(3H,5H)-dione (16 mg, 0.050 mmol) obtained in Example 1, (3), and 4-(trifluoromethyl)benzoyl chloride (16 mg, 0.077 mmol), the title compound (10 mg, yield 41%) was obtained as white crystals in the same manner as that of Example 1, (4). Reactants: BrC=1C=CC(=C(CO)C1)Cl (5-bromo-2-chlorobenzyl alcohol), S(=O)(Cl)Cl (thionyl chloride). The reagents and catalysts are N1=CC=CC=C1 (pyridine). Run in C1(=CC=CC=C1)C (toluene). Reaction conditions: temperature 100 celsius. The product is BrC=1C=CC(=C(CCl)C1)Cl (5-bromo-2-chlorobenzyl chloride). As a reaction SMILES: [Br:1][C:2]1[CH:3]=[CH:4][C:5]([Cl:10])=[C:6]([CH:9]=1)[CH2:7]O.S(Cl)([Cl:13])=O>C1(C)C=CC=CC=1.N1C=CC=CC=1>[Br:1][C:2]1[CH:3]=[CH:4][C:5]([Cl:10])=[C:6]([CH:9]=1)[CH2:7][Cl:13]. Procedure details: To a solution of 5-bromo-2-chlorobenzyl alcohol (10.66 g) in toluene (100 ml) solution were added thionyl chloride (10 ml), and pyridine (2 drops), and the mixture was stirred under heating at 100° C. overnight. The solvent was evaporated under reduced pressure, and the residue was dissolved in ethyl acetate. The solution was washed successively with water, a 10% aqueous hydrochloric acid solution, a saturated aqueous sodium hydrogen carbonate solution and brine, and dried over sodium sulfate. T...